Dataset: the Open Reaction Database (ORD), a public repository of structured organic reaction records. Task: describe an organic reaction: reactants, conditions, products, and yield Starting materials: CC(C)(C)OC(=O)N1CCC(C=C(Br)Br)CC1, C1CCOC1, CCCC[Sn](Cl)(CCCC)CCCC, [Li]CCCC, CCOC(C)=O. The product is CCCC[Sn](C#CC1CCN(C(=O)OC(C)(C)C)CC1)(CCCC)CCCC. As a reaction SMILES: [C:1]([CH3:2])([CH3:3])([CH3:4])[O:5][C:6](=[O:7])[N:8]1[CH2:9][CH2:10][CH:11]([CH:14]=[C:15]([Br:16])[Br:17])[CH2:12][CH2:13]1.[CH2:18]1[O:19][CH2:20][CH2:21][CH2:22]1.[CH2:28]([CH2:29][CH2:30][CH3:31])[Sn:32]([CH2:33][CH2:34][CH2:35][CH3:36])([CH2:37][CH2:38][CH2:39][CH3:40])[Cl:41].[CH3:23][CH2:24][CH2:25][CH2:26][Li:27].[CH3:42][CH2:43][O:44][C:45]([CH3:46])=[O:47]>>[C:1]([CH3:2])([CH3:3])([CH3:4])[O:5][C:6](=[O:7])[N:8]1[CH2:9][CH2:10][CH:11]([C:14]#[C:15][Sn:32]([CH2:28][CH2:29][CH2:30][CH3:31])([CH2:33][CH2:34][CH2:35][CH3:36])[CH2:37][CH2:38][CH2:39][CH3:40])[CH2:12][CH2:13]1. The reactants are OC=1C=C(C=CC1)C=1C=C2CCCC(C2=CC1)=O (6-(3-Hydroxyphenyl)-3,4-dihydronaphthalene-1(2H)-one). The reagents and catalysts are [Pd] (Pd/C). The solvent is CC=1C=CC(=CC1)C(C)C (p-cymene). Product: OC=1C=C(C=CC1)C=1C=C2C=CC=C(C2=CC1)O (6-(3-Hydroxyphenyl)-1-naphthol). The yield is 16.0%. Reaction SMILES: [OH:1][C:2]1[CH:3]=[C:4]([C:8]2[CH:9]=[C:10]3[C:15](=[CH:16][CH:17]=2)[C:14](=[O:18])[CH2:13][CH2:12][CH2:11]3)[CH:5]=[CH:6][CH:7]=1>CC1C=CC(C(C)C)=CC=1.[Pd]>[OH:1][C:2]1[CH:3]=[C:4]([C:8]2[CH:9]=[C:10]3[C:15](=[CH:16][CH:17]=2)[C:14]([OH:18])=[CH:13][CH:12]=[CH:11]3)[CH:5]=[CH:6][CH:7]=1. Procedure: 6-(3-Hydroxyphenyl)-3,4-dihydronaphthalene-1(2H)-one (503 mg, 2.11 mmol, 1 eq) and Pd/C (505 mg) are suspended in p-cymene (15 ml). The reaction mixture is refluxed for 6 h, cooled, filtered over Celite and extracted with 1 M NaOH. The aqueous phase is acidified with 1 M HCl and extracted with ether. The combined organic phases are washed with water, dried over magnesium sulfate, filtered and concentrated in vacuum on a rotary evaporator. Purification by column chromatography with dichloromethan... The reactants are O=C([O-])O, CCO, O=[N+]([O-])c1cccnc1Nc1cccc(Cl)c1, Cl, [Fe], [Na+]. The product is Nc1cccnc1Nc1cccc(Cl)c1. As a reaction SMILES: [C:19](=[O:20])([OH:21])[O-:22].[CH3:24][CH2:25][OH:26].[Cl:1][c:2]1[cH:3][c:4]([NH:8][c:9]2[n:10][cH:11][cH:12][cH:13][c:14]2[N+:15]([O-:16])=[O:17])[cH:5][cH:6][cH:7]1.[ClH:18].[Fe:27].[Na+:23]>>[Cl:1][c:2]1[cH:3][c:4]([NH:8][c:9]2[n:10][cH:11][cH:12][cH:13][c:14]2[NH2:15])[cH:5][cH:6][cH:7]1. Reactants: CC(CNCC(C)O)O (diisopropanol amine), C=O (paraformaldehyde), ( a ). Yields the product OC(CN1COC(C1)C)C (N-2-hydroxypropyl-5-methyl-oxazolidine). As a reaction SMILES: [CH3:1][CH:2]([OH:9])[CH2:3][NH:4][CH2:5][CH:6]([OH:8])[CH3:7].[CH2:10]=O>>[OH:9][CH:2]([CH3:1])[CH2:3][N:4]1[CH2:5][CH:6]([CH3:7])[O:8][CH2:10]1. Reported procedure: 133 g of diisopropanol amine and 33 g of paraformaldehyde are reacted as described under (a). Starting materials: CN(C)C=O (DMF), C([O-])([O-])=O.[K+].[K+] (potassium carbonate), Cl.ClCC1=CN=CN1CCC (5-chloromethyl-1-propylimidazole hydrochloride), CN1N=C(N=C1S)[N+](=O)[O-] (1-methyl-3-nitro-1,2,4-triazol-5-thiol). Run in O (water). Reaction conditions: time 18 hour. Product: CN1N=C(N=C1SCC1=CN=CN1CCC)[N+](=O)[O-] (1-methyl-3-nitro-5-[[(1-propylimidazol-5-yl)methyl]thio]-1,2,4-triazole). The yield is 47.3%. RXN SMILES: [CH3:1][N:2]1[C:6]([SH:7])=[N:5][C:4]([N+:8]([O-:10])=[O:9])=[N:3]1.CN(C=O)C.C(=O)([O-])[O-].[K+].[K+].Cl.Cl[CH2:24][C:25]1[N:29]([CH2:30][CH2:31][CH3:32])[CH:28]=[N:27][CH:26]=1>O>[CH3:1][N:2]1[C:6]([S:7][CH2:24][C:25]2[N:29]([CH2:30][CH2:31][CH3:32])[CH:28]=[N:27][CH:26]=2)=[N:5][C:4]([N+:8]([O-:10])=[O:9])=[N:3]1 |f:2.3.4,5.6|. Reported procedure: 1-methyl-3-nitro-1,2,4-triazol-5-thiol (0.66 g) was dissolved in. DMF (13.2 ml), potassium carbonate (1.7 g) and 5-chloromethyl-1-propylimidazole hydrochloride (1.1 g) were added to the mixture, and the mixture was stirred for 18 hours at room temperature. The reaction solution was added to water and extracted with ethyl acetate. The organic layer was washed with saturated brine, and dried over magnesium sulfate. The solvent was removed under reduced pressure, and the obtained residue was washed... The reactants are CC1=CN=C(S1)NC(=O)C(=O)OCC (Ethyl 5-methylthiazol-2-ylcarbamoylcarboxylate), C([O-])([O-])=O.[K+].[K+] (potassium carbonate). The product is CC1=CN=C(S1)NC(=O)C(=O)O (5-Methylthiazol-2-ylcarbamoylcarboxylic Acid). Solvent: O (water). Reaction SMILES: [CH3:1][C:2]1[S:6][C:5]([NH:7][C:8]([C:10]([O:12]CC)=[O:11])=[O:9])=[N:4][CH:3]=1.C(=O)([O-])[O-].[K+].[K+]>O>[CH3:1][C:2]1[S:6][C:5]([NH:7][C:8]([C:10]([OH:12])=[O:11])=[O:9])=[N:4][CH:3]=1 |f:1.2.3|. Procedure details: Ethyl 5-methylthiazol-2-ylcarbamoylcarboxylate (3 g., 14 mmole) was combined with 120 ml. of water and 14 ml. of 1N potassium carbonate and heated on a steam bath for 10 minutes. The mixture was clarified by filtration, cooled in an ice-water bath, acidified with acetic acid, filtered to yield a first crop of product (400 mg.) and evaporated to yield a second crop of product (1.45 g.). The two crops were recrystallized from acetic acid affording purified 5-methylthiazol-2-ylcarbamoylcarboxylic a... Reactants: CCO, CCOC(=O)c1ccc(N2CCCC2)c(Cl)c1, [Na+], [OH-]. The product is O=C(O)c1ccc(N2CCCC2)c(Cl)c1. RXN SMILES: [CH3:20][CH2:21][OH:22].[Cl:1][c:2]1[cH:3][c:4]([C:5](=[O:6])[O:7][CH2:8][CH3:9])[cH:10][cH:11][c:12]1[N:13]1[CH2:14][CH2:15][CH2:16][CH2:17]1.[Na+:19].[OH-:18]>>[Cl:1][c:2]1[cH:3][c:4]([C:5](=[O:6])[OH:7])[cH:10][cH:11][c:12]1[N:13]1[CH2:14][CH2:15][CH2:16][CH2:17]1. Starting materials: COc1cc(Nc2ncnc3[nH]nc(OCCO)c23)ccc1OCc1ccccn1, CS(=O)(=O)Cl, c1ccncc1. Product: COc1cc(Nc2ncnc3[nH]nc(OCCOS(C)(=O)=O)c23)ccc1OCc1ccccn1. RXN SMILES: [CH3:1][O:2][c:3]1[cH:4][c:5]([NH:17][c:18]2[c:19]3[c:20]([n:21][cH:22][n:23]2)[nH:24][n:25][c:26]3[O:27][CH2:28][CH2:29][OH:30])[cH:6][cH:7][c:8]1[O:9][CH2:10][c:11]1[n:12][cH:13][cH:14][cH:15][cH:16]1.[CH3:31][S:32]([Cl:33])(=[O:34])=[O:35].[cH:36]1[cH:37][cH:38][n:39][cH:40][cH:41]1>>[CH3:1][O:2][c:3]1[cH:4][c:5]([NH:17][c:18]2[c:19]3[c:20]([n:21][cH:22][n:23]2)[nH:24][n:25][c:26]3[O:27][CH2:28][CH2:29][O:30][S:32]([CH3:31])(=[O:34])=[O:35])[cH:6][cH:7][c:8]1[O:9][CH2:10][c:11]1[n:12][cH:13][cH:14][cH:15][cH:16]1. The reactants are [Al+3], CN(C)C(=O)Cl, Cc1cc2ccccn2n1, [Cl-], [Cl-], [Cl-], [K], O. Product: Cc1nn2ccccc2c1C(=O)N(C)C. Reaction SMILES: [Al+3:12].[CH3:17][N:18]([C:19](=[O:20])[Cl:21])[CH3:22].[CH3:1][c:2]1[n:3][n:4]2[c:5]([cH:6][cH:7][cH:8][cH:9]2)[cH:10]1.[Cl-:11].[Cl-:13].[Cl-:14].[K:16].[OH2:15]>>[CH3:1][c:2]1[n:3][n:4]2[c:5]([cH:6][cH:7][cH:8][cH:9]2)[c:10]1[C:19]([N:18]([CH3:17])[CH3:22])=[O:20].